This data is from the Open Reaction Database (ORD), a public repository of structured organic reaction records. The task is: describe an organic reaction: reactants, conditions, products, and yield The reactants are [Cl-].[Ca+2].[Cl-] (calcium chloride), C(C)O (ethanol), [BH4-].[Na+] (sodium borohydride), ice, C(C)OC(=O)C=1C=CC(=NC1)C(=O)O (5-(ethoxycarbonyl)-2-pyridinecarboxylic acid), S(O)(O)(=O)=O (sulfuric acid), C(C)O (ethanol). Conditions: time 1 hour. Yields the product OCC=1C=CC(=NC1)C(=O)OCC (ethyl 5-(hydroxymethyl)-2-pyridinecarboxylate). RXN SMILES: [BH4-].[Na+].[Cl-].[Ca+2].[Cl-].C(O[C:9]([C:11]1[CH:12]=[CH:13][C:14]([C:17]([OH:19])=[O:18])=[N:15][CH:16]=1)=[O:10])C.S(=O)(=O)(O)O.[CH2:25](O)[CH3:26]>>[OH:10][CH2:9][C:11]1[CH:12]=[CH:13][C:14]([C:17]([O:19][CH2:25][CH3:26])=[O:18])=[N:15][CH:16]=1 |f:0.1,2.3.4|. Procedure: 0.636 g of sodium borohydride was added to 22 mL of ice-cooled ethanol, to which a solution of 1.09 g of calcium chloride in 14 mL of ethanol was added dropwise, followed by addition of 1.20 g of 5-(ethoxycarbonyl)-2-pyridinecarboxylic acid ½ calcium salt, and this mixture was stirred for one hour at room temperature. The reaction mixture, to which 2.8 mL of concentrated sulfuric acid was added, was stirred for 6 hours while heating it under reflux. The reaction mixture was cooled to room temper... Starting materials: COC(=O)c1ccoc1-c1cccc([N+](=O)[O-])c1, CO, [H][H]. The product is COC(=O)c1ccoc1-c1cccc(N)c1. RXN SMILES: [CH3:1][O:2][C:3](=[O:4])[c:5]1[c:6](-[c:10]2[cH:11][c:12]([N+:16]([O-:17])=[O:18])[cH:13][cH:14][cH:15]2)[o:7][cH:8][cH:9]1.[CH3:21][OH:22].[H:19][H:20]>>[CH3:1][O:2][C:3](=[O:4])[c:5]1[c:6](-[c:10]2[cH:11][c:12]([NH2:16])[cH:13][cH:14][cH:15]2)[o:7][cH:8][cH:9]1. The reactants are Fc1ccc(Br)cc1, CON(C)C(=O)C(C)NC(=O)OC(C)(C)C, [Cl-], [Mg], [NH4+], C1CCOC1. As a reaction SMILES: [Br:17][c:18]1[cH:19][cH:20][c:21]([F:24])[cH:22][cH:23]1.[CH3:1][O:2][N:3]([C:4]([CH:5]([CH3:6])[NH:7][C:8]([O:9][C:10]([CH3:11])([CH3:12])[CH3:13])=[O:14])=[O:15])[CH3:16].[Cl-:26].[Mg:25].[NH4+:27].[O:28]1[CH2:29][CH2:30][CH2:31][CH2:32]1>>[C:4]([CH:5]([CH3:6])[NH:7][C:8]([O:9][C:10]([CH3:11])([CH3:12])[CH3:13])=[O:14])(=[O:15])[c:18]1[cH:19][cH:20][c:21]([F:24])[cH:22][cH:23]1. Yields the product CC(NC(=O)OC(C)(C)C)C(=O)c1ccc(F)cc1. Starting materials: CCOCC, O=C1CCC(C(=O)O)N1, O=S(Cl)Cl. The product is O=C1CCC(C(=O)Cl)N1. As a reaction SMILES: [CH3:14][CH2:15][O:16][CH2:17][CH3:18].[NH:5]1[C:6](=[O:13])[CH2:7][CH2:8][CH:9]1[C:10](=[O:11])[OH:12].[S:1]([Cl:2])([Cl:3])=[O:4]>>[Cl:3][C:10]([CH:9]1[NH:5][C:6](=[O:13])[CH2:7][CH2:8]1)=[O:11]. Starting materials: CCCSc1nsnc1-c1cccnc1, CC(C)=O, CI. Product: CCCSc1nsnc1-c1ccc[n+](C)c1, [I-]. As a reaction SMILES: [CH2:3]([CH2:4][CH3:5])[S:6][c:7]1[c:8](-[c:12]2[cH:13][n:14][cH:15][cH:16][cH:17]2)[n:9][s:10][n:11]1.[CH3:18][C:19](=[O:20])[CH3:21].[CH3:1][I:2]>>[CH3:1][n+:14]1[cH:13][c:12](-[c:8]2[c:7]([S:6][CH2:3][CH2:4][CH3:5])[n:11][s:10][n:9]2)[cH:17][cH:16][cH:15]1.[I-:2]. Starting materials: O.NN (Hydrazine hydrate), C(C=C)#N (2-propenenitrile), C(C)O (ethanol), COC1=CC=C(C=O)C=C1 (4-(methyloxy)benzaldehyde). Reaction conditions: temperature 120 celsius, time 16 hour. The product is COC1=CC=C(C=C1)CN1N=CC=C1N (1-{[4-(Methyloxy)phenyl]methyl}-1H-pyrazol-5-amine). Reaction SMILES: [OH2:1].[NH2:2][NH2:3].[C:4](#[N:7])[CH:5]=[CH2:6].CO[C:10]1[CH:17]=[CH:16][C:13]([CH:14]=O)=[CH:12][CH:11]=1.[CH2:18](O)C>>[CH3:18][O:1][C:10]1[CH:17]=[CH:16][C:13]([CH2:14][N:2]2[C:4]([NH2:7])=[CH:5][CH:6]=[N:3]2)=[CH:12][CH:11]=1 |f:0.1|. Reported procedure: Hydrazine hydrate (12.82 g, 400 mmol) was added dropwise to a cooled (<20° C.) solution of 2-propenenitrile (21.76 g, 410 mmol) and ethanol (200 mL). After 16 h stirring the reaction mixture was cooled in an ice water bath and 4-(methyloxy)benzaldehyde (53.8 g, 395 mmol) was added dropwise. The mixture was stirred at room temperature for 16 h. The reaction mixture was concentrated to dryness. The residue was dissolved in n-butanol (200 mL), sodium hydroxide was added (1 g, 25.00 mmol), and the m... The reactants are NC1=C(C(N(C(=N1)SC)C)=O)N=O (6-amino-3-methyl-2-methylthio-5-nitroso-pyrimidine-4-one). Run in ammonium sulfide. Yields the product NC=1C(N(C(=NC1N)SC)C)=O (5,6-Diamino-3-methyl-2-methylthio-pyrimidine-4-one), colorless crystals. Yield: 75.0%. Reaction SMILES: [NH2:1][C:2]1[N:7]=[C:6]([S:8][CH3:9])[N:5]([CH3:10])[C:4](=[O:11])[C:3]=1[N:12]=O>[NH4+]=S>[NH2:12][C:3]1[C:4](=[O:11])[N:5]([CH3:10])[C:6]([S:8][CH3:9])=[N:7][C:2]=1[NH2:1]. Reported procedure: To 4.0 g (0.02 mole) of 6-amino-3-methyl-2-methylthio-5-nitroso-pyrimidine-4-one (44) was added 40 mL of 20% aqueous ammonium sulfide solution. The mixture was heated under reflux for 30 min. After cooling the precipitate was collected, washed with a little ethanol and dried in a desiccator to give 45 as 2.72 g (75% yield) of colorless crystals (m.p. 211°-212° C.).